This data is from the Open Reaction Database (ORD), a public repository of structured organic reaction records. The task is: describe an organic reaction: reactants, conditions, products, and yield Reactants: COC(=O)C(Cc1ccc2ccccc2c1)NCCNC(=O)OC(C)(C)C, O=C(O)C(F)(F)F. Yields the product O=C1NCCNC1Cc1ccc2ccccc2c1. Reaction SMILES: [CH3:1][O:2][C:3]([CH:4]([CH2:5][c:6]1[cH:7][c:8]2[cH:9][cH:10][cH:11][cH:12][c:13]2[cH:14][cH:15]1)[NH:16][CH2:17][CH2:18][NH:19][C:20]([O:22][C:23]([CH3:24])([CH3:25])[CH3:26])=[O:27])=[O:21].[F:28][C:29]([F:30])([F:31])[C:32]([OH:33])=[O:34]>>[CH:4]1([CH2:5][c:6]2[cH:7][c:8]3[cH:9][cH:10][cH:11][cH:12][c:13]3[cH:14][cH:15]2)[NH:16][CH2:17][CH2:18][NH:19][C:20]1=[O:22]. Reactants: Cn1cc(-c2cnc3ccc(OS(=O)(=O)C(F)(F)F)cc3c2)cn1, Cc1ccc2nnc(S)n2n1, CCN(C(C)C)C(C)C, CN(C)C=O, O=C(C=Cc1ccccc1)C=Cc1ccccc1, O=C(C=Cc1ccccc1)C=Cc1ccccc1, O=C(C=Cc1ccccc1)C=Cc1ccccc1, [Pd], [Pd]. The product is Cc1ccc2nnc(Sc3ccc4ncc(-c5cnn(C)c5)cc4c3)n2n1. RXN SMILES: [CH3:1][n:2]1[n:3][cH:4][c:5](-[c:7]2[cH:8][n:9][c:10]3[cH:11][cH:12][c:13]([O:17][S:18]([C:19]([F:20])([F:21])[F:22])(=[O:23])=[O:24])[cH:14][c:15]3[cH:16]2)[cH:6]1.[CH3:34][c:35]1[cH:36][cH:37][c:38]2[n:39]([n:40]1)[c:41]([SH:44])[n:42][n:43]2.[CH:25]([N:26]([CH:27]([CH3:28])[CH3:29])[CH2:30][CH3:31])([CH3:32])[CH3:33].[O:45]=[CH:46][N:47]([CH3:48])[CH3:49].[O:52]=[C:53]([CH:54]=[CH:55][c:56]1[cH:57][cH:58][cH:59][cH:60][cH:61]1)[CH:62]=[CH:63][c:64]1[cH:65][cH:66][cH:67][cH:68][cH:69]1.[O:70]=[C:71]([CH:72]=[CH:73][c:74]1[cH:75][cH:76][cH:77][cH:78][cH:79]1)[CH:80]=[CH:81][c:82]1[cH:83][cH:84][cH:85][cH:86][cH:87]1.[O:88]=[C:89]([CH:90]=[CH:91][c:92]1[cH:93][cH:94][cH:95][cH:96][cH:97]1)[CH:98]=[CH:99][c:100]1[cH:101][cH:102][cH:103][cH:104][cH:105]1.[Pd:50].[Pd:51]>>[CH3:1][n:2]1[n:3][cH:4][c:5](-[c:7]2[cH:8][n:9][c:10]3[cH:11][cH:12][c:13]([S:44][c:41]4[n:39]5[c:38]([cH:37][cH:36][c:35]([CH3:34])[n:40]5)[n:43][n:42]4)[cH:14][c:15]3[cH:16]2)[cH:6]1. Reactants: C(#N)C1=CC=C(C=C1)CCN(C(CCCNCS(=O)(=O)C1=C(C(=CC=C1)Cl)Cl)=O)C (N-[2-(4-cyanophenyl)ethyl]-4-[(2,3-dichlorobenzenesulphonyl)methylamino]-N-methylbutyramide), [S] (sulphur), CNCCN (N-methylethylenediamine). The product is ClC1=C(C=CC=C1Cl)S(=O)(=O)CNCCCC(=O)N(CCC1=CC=C(C=C1)C=1N(CCN1)C)C (4-[(2,3-dichlorobenzenesulphonyl)methylamino]-N-methyl-N-{2-[4-(1-methyl-4,5-dihydro-1H-imidazol-2-yl)phenyl]ethyl}butyramide). Reaction SMILES: [C:1]([C:3]1[CH:8]=[CH:7][C:6]([CH2:9][CH2:10][N:11]([CH3:30])[C:12](=[O:29])[CH2:13][CH2:14][CH2:15][NH:16][CH2:17][S:18]([C:21]2[CH:26]=[CH:25][CH:24]=[C:23]([Cl:27])[C:22]=2[Cl:28])(=[O:20])=[O:19])=[CH:5][CH:4]=1)#[N:2].[S].[CH3:32][NH:33][CH2:34][CH2:35]N>>[Cl:28][C:22]1[C:23]([Cl:27])=[CH:24][CH:25]=[CH:26][C:21]=1[S:18]([CH2:17][NH:16][CH2:15][CH2:14][CH2:13][C:12]([N:11]([CH3:30])[CH2:10][CH2:9][C:6]1[CH:5]=[CH:4][C:3]([C:1]2[N:33]([CH3:32])[CH2:34][CH2:35][N:2]=2)=[CH:8][CH:7]=1)=[O:29])(=[O:20])=[O:19] |^3:30|. Reported procedure: Analogously to 13b), 4-[(2,3-dichlorobenzenesulphonyl)methylamino]-N-methyl-N-{2-[4-(1-methyl-4,5-dihydro-1H-imidazol-2-yl)phenyl]ethyl}butyramide was prepared from 0.62 g (1.32 mmol) of N-[2-(4-cyanophenyl)ethyl]-4-[(2,3-dichlorobenzenesulphonyl)methylamino]-N-methylbutyramide, 48 mg (1.49 mmol) of sulphur and 3 ml of N-methylethylenediamine. The reactants are [I-].N1(CCC1)C1=CC=2C=CC3=[N+](C2C=C1)C=C1N3C=3C=CC(=CC3C=C1)CC (3-(1-Azetidinyl)-10-ethylimidazo[1,2-a:3,4-a']diquinolin-15-ium Iodide), CO (methanol). Product: [I-].N1(CCC1)C1=CC=2C=CC3=[N+](C2C=C1)C=C1N3C=3C=CC(=CC3C=C1)CCC (3-(1-Azetidinyl)-10-propylimidazo[1,2-a:3,4-a']diquinolin-15-ium Iodide). RXN SMILES: [I-:1].[N:2]1([C:6]2[CH:15]=[CH:14][C:13]3[N+:12]4[CH:16]=[C:17]5[CH:26]=[CH:25][C:24]6[CH:23]=[C:22]([CH2:27][CH3:28])[CH:21]=[CH:20][C:19]=6[N:18]5[C:11]=4[CH:10]=[CH:9][C:8]=3[CH:7]=2)[CH2:5][CH2:4][CH2:3]1.[CH3:29]O>>[I-:1].[N:2]1([C:6]2[CH:15]=[CH:14][C:13]3[N+:12]4[CH:16]=[C:17]5[CH:26]=[CH:25][C:24]6[CH:23]=[C:22]([CH2:27][CH2:28][CH3:29])[CH:21]=[CH:20][C:19]=6[N:18]5[C:11]=4[CH:10]=[CH:9][C:8]=3[CH:7]=2)[CH2:5][CH2:4][CH2:3]1 |f:0.1,3.4|. Procedure: 3-(1-Azetidinyl)-10-ethylimidazo[1,2-a:3,4-a']diquinolin-15-ium Iodide; m.p. 246°-256° C., from methanol.